Dataset: the Open Reaction Database (ORD), a public repository of structured organic reaction records. Task: describe an organic reaction: reactants, conditions, products, and yield Reactants: C(C1=CC=CC=C1)[C@H]1C(OC[C@@H](C(O[C@H]([C@@H]1O)C)=O)NC(=O)C1=NC=CC(=C1O)OC)=O (N-[(3S,7R,8R,9S)-7-benzyl-8-hydroxy-9-methyl-2,6-dioxo-1,5-dioxonan-3-yl]-3-hydroxy-4-methoxypyridine-2-carboxamide), C([O-])([O-])=O.[K+].[K+] (potassium carbonate), C(C)(=O)OCBr (Bromomethyl acetate), [I-].[Na+] (sodium iodide). The solvent is CC(=O)C (acetone), C(C)(=O)OCC (ethyl acetate), O (water). Run at temperature 2.5 celsius, time 20 minute. Yields the product C(C)(=O)OCOC=1C(=NC=CC1OC)C(=O)N[C@@H]1C(O[C@H]([C@@H]([C@H](C(OC1)=O)CC1=CC=CC=C1)O)C)=O (({2-[({(3S,7R,8R,9S)-7-benzyl-8-(hydroxy)-9-methyl-2,6-dioxo-1,5-dioxonan-3-yl}amino)carbonyl]-4-methoxypyridine-3-yl}oxy)methyl acetate). The yield is 90.3%. As a reaction SMILES: [CH2:1]([C@@H:8]1[C@@H:16]([OH:17])[C@H:15]([CH3:18])[O:14][C:13](=[O:19])[C@@H:12]([NH:20][C:21]([C:23]2[C:28]([OH:29])=[C:27]([O:30][CH3:31])[CH:26]=[CH:25][N:24]=2)=[O:22])[CH2:11][O:10][C:9]1=[O:32])[C:2]1[CH:7]=[CH:6][CH:5]=[CH:4][CH:3]=1.C(=O)([O-])[O-].[K+].[K+].[I-].[Na+].[C:41]([O:44][CH2:45]Br)(=[O:43])[CH3:42]>CC(C)=O.C(OCC)(=O)C.O>[C:41]([O:44][CH2:45][O:29][C:28]1[C:23]([C:21]([NH:20][C@H:12]2[CH2:11][O:10][C:9](=[O:32])[C@H:8]([CH2:1][C:2]3[CH:3]=[CH:4][CH:5]=[CH:6][CH:7]=3)[C@@H:16]([OH:17])[C@H:15]([CH3:18])[O:14][C:13]2=[O:19])=[O:22])=[N:24][CH:25]=[CH:26][C:27]=1[O:30][CH3:31])(=[O:43])[CH3:42] |f:1.2.3,4.5|. Procedure details: To a solution of Compound 1 (40 g, 90.09 mmol) in dry acetone (360 mL) was added powdered potassium carbonate (14.92 g, 108 mmol) in three portions over 5 min, the mixture stirred at 0-5° C. for 20 min and sodium iodide (2.697 g, 18 mmol) was added. Bromomethyl acetate (16.54 g, 108.11 mmol) was then added dropwise over 15 min using an addition funnel, the mixture stirred at 0-5° C. for 1 h then at RT for 3 hours. The mixture was diluted with ethyl acetate (700 mL) and water (200 mL), the organi... The reactants are O=C1C2=C(SC1C(=O)OCC)C=CC=C2 (3-Oxo-2-carboethoxy-2,3-dihydrobenzo[b]thiophene), OS(=O)(=O)O (H2SO4). The product is O=C1C2=C(S(C1)(=O)=O)C=CC=C2 (3-Oxo-2,3-dihydrobenzo[b]thiophene-1,1-dioxide). The yield is 90.0%. As a reaction SMILES: [O:1]=[C:2]1[CH:6](C(OCC)=O)S[C:4]2[CH:12]=[CH:13][CH:14]=[CH:15][C:3]1=2.[OH:16][S:17]([OH:20])(=O)=O>>[O:1]=[C:2]1[CH2:6][S:17](=[O:20])(=[O:16])[C:4]2[CH:12]=[CH:13][CH:14]=[CH:15][C:3]1=2. Procedure details: A suspension of Compound X (130.0 g, 0.51 mol) in 350 ml of 10% aqueous H2SO4 was heated at reflux for 6 h (until gas evolution ceased). The reaction mixture was cooled and a white solid precipitated, which was collected by filtration and washed in cold water (30 ml). The product was recrystallized from ethanol to give 83.8 g (90%) of Compound Y as a white crystalline solid:melting point 133°-134° C. Reactants: [BH3-]C#N, CC(C)C(=O)C(=O)O, CC(N)C(=O)N1CCCC1C(=O)O, [Na+], [Na]. Reaction SMILES: [C:23]([BH3-:24])#[N:25].[CH3:2][CH:3]([C:4]([C:5](=[O:6])[OH:7])=[O:8])[CH3:9].[NH2:10][CH:11]([CH3:12])[C:13](=[O:14])[N:15]1[CH:16]([C:17](=[O:18])[OH:19])[CH2:20][CH2:21][CH2:22]1.[Na+:26].[Na:1]>>[CH3:2][CH:3]([CH:4]([C:5](=[O:6])[OH:7])[NH:10][CH:11]([CH3:12])[C:13](=[O:14])[N:15]1[CH:16]([C:17](=[O:18])[OH:19])[CH2:20][CH2:21][CH2:22]1)[CH3:9]. Product: CC(NC(C(=O)O)C(C)C)C(=O)N1CCCC1C(=O)O. Starting materials: C1=C([C@H]([C@@H]([C@H]([C@H]1N)O)O)O)CO (valienamine), epoxide, 1,6-anhydro-4-O-benzyl-2,3-epoxy-glucose, (1R)-(1,2,4/3)-2,3,4-tribenzyl-5-benzyloxy-methylcyclohex-5-enylamine, C1=C([C@H]([C@@H]([C@H]([C@H]1N)O)O)O)CO.O=C[C@H](O)[C@@H](O)[C@H](O)[C@H](O)CO (valienamine glucose), compound 2. The solvent is C(CC)O (n-propanol). Product: C1[C@@H]([C@@H]([C@H]([C@@H]([C@]1(CO)O)O)O)O)N.C1[C@@H]2[C@H]([C@@H]([C@H]([C@H](O1)O2)O)O)O (valiolamine 1,6-anhydroglucose). The yield is 59.2%. As a reaction SMILES: [CH:1]1[C@H:6]([NH2:7])[C@H:5]([OH:8])[C@@H:4]([OH:9])[C@H:3]([OH:10])[C:2]=1[CH2:11][OH:12].C1[C@H](N)[C@H]([OH:20])[C@@H](O)[C@H](O)C=1CO.O=[CH:26][C@@H:27]([C@H:29]([C@@H:31]([C@@H:33]([CH2:35][OH:36])[OH:34])[OH:32])[OH:30])[OH:28]>C(O)CC>[CH2:1]1[C@:2]([OH:20])([CH2:11][OH:12])[C@@H:3]([OH:10])[C@H:4]([OH:9])[C@@H:5]([OH:8])[C@H:6]1[NH2:7].[CH2:35]1[O:36][C@@H:26]2[O:34][C@H:33]1[C@@H:31]([OH:32])[C@H:29]([OH:30])[C@H:27]2[OH:28] |f:1.2,4.5|. Procedure details: A solution of protected valienamine, (1R)-(1,2,4/3)-2,3,4-tribenzyl-5-benzyloxy-methylcyclohex-5-enylamine, (Compound 1) made according to the method of Ogawa et al. J. Chem. Soc. Perkin Trans (1988)3 (1.41 g, 2.63 mmol). This was combined with the protected epoxide, 1,6-anhydro-4-O-benzyl-2,3-epoxy-glucose, made according to the method set forth in Cerny et al., J. Czechoslav. Chem. Commun 39 (1974)4 (compound 2) (3.28 g, 14.0 mmol), in n-propanol (28 ml) and was heated at 90° C. for 4 days. So... Reactants: C1[NH2+]C=CC2=CC=CC=C12 (dihydroisoquinolinium), [Cl-].COC=1C=C(C=CC1OC)C(CCCC1=[N+](CC2=CC(=C(C=C2C1)OC)OC)C)(C#N)C(C)C (3-[4-(3,4-dimethoxyphenyl)-4-isopropyl-4-cyanobutyl]-6,7-dimethoxy-N-methyl-1,4-dihydroisoquinolinium chloride). Yields the product COC=1C=C(C=CC1OC)C(CCCC1N(CC2=CC(=C(C=C2C1)OC)OC)C)(C#N)C(C)C (3-[4-(3,4-dimethoxyphenyl)-4-isopropyl-4-cyanobutyl]-6,7-dimethoxy-N-methyl-1,2,3,4-tetrahydroisoquinoline). As a reaction SMILES: C1C2C(=CC=CC=2)C=C[NH2+]1.[Cl-].[CH3:12][O:13][C:14]1[CH:15]=[C:16]([C:22]([CH:43]([CH3:45])[CH3:44])([C:41]#[N:42])[CH2:23][CH2:24][CH2:25][C:26]2[CH2:35][C:34]3[C:29](=[CH:30][C:31]([O:38][CH3:39])=[C:32]([O:36][CH3:37])[CH:33]=3)[CH2:28][N+:27]=2[CH3:40])[CH:17]=[CH:18][C:19]=1[O:20][CH3:21]>>[CH3:12][O:13][C:14]1[CH:15]=[C:16]([C:22]([CH:43]([CH3:45])[CH3:44])([C:41]#[N:42])[CH2:23][CH2:24][CH2:25][CH:26]2[CH2:35][C:34]3[C:29](=[CH:30][C:31]([O:38][CH3:39])=[C:32]([O:36][CH3:37])[CH:33]=3)[CH2:28][N:27]2[CH3:40])[CH:17]=[CH:18][C:19]=1[O:20][CH3:21] |f:1.2|. Procedure details: The dihydroisoquinolinium salt of formula 34 is then hydrogenated to produce a compound of formula 1 (step 6). This reaction is performed using a suitable hydrogenating agent, preferably a boron hydride derivative, particularly NaBH4. The solvent used is preferably a lower alkanol, particularly MeOH. The reaction is carried out at a temperature of about -10° C. to about 50° C., preferably about 0° C., over about 10 minutes to about 3 hours, preferably 1 hour. For example, 3-[4-(3,4-dimethoxyphen...